From a dataset of the Open Reaction Database (ORD), a public repository of structured organic reaction records. describe an organic reaction: reactants, conditions, products, and yield The reactants are C(C1=CC=CC=C1)N1CCN(CC1)C=1N=CC=2NC(CCCC2N1)=O (2-(4-Benzylpiperazino)-6-oxo-6,7,8,9-tetrahydro(5H)pyrimido[5,4-b]azepine), [H][H] (hydrogen). The reagents and catalysts are [Pd] (Pd-C). The solvent is C(C)O (ethanol). The product is N1(CCNCC1)C=1N=CC=2NC(CCCC2N1)=O (2-Piperazino-6-oxo-6,7,8,9-tetrahydro(5H)pyrimido[5,4-b]azepine). Yield: 99.7%. Reaction SMILES: C([N:8]1[CH2:13][CH2:12][N:11]([C:14]2[N:15]=[CH:16][C:17]3[NH:18][C:19](=[O:25])[CH2:20][CH2:21][CH2:22][C:23]=3[N:24]=2)[CH2:10][CH2:9]1)C1C=CC=CC=1.[H][H]>[Pd].C(O)C>[N:11]1([C:14]2[N:15]=[CH:16][C:17]3[NH:18][C:19](=[O:25])[CH2:20][CH2:21][CH2:22][C:23]=3[N:24]=2)[CH2:12][CH2:13][NH:8][CH2:9][CH2:10]1. Reported procedure: Added to 20 ml of ethanol were 0.1 g (0.3 mmol, Referential Example 51) of 2-(4-benzylpiperazino)-6-oxo-6,7,8,9-tetrahydro(5H)pyrimido[5,4-b]azepine and 0.01 g of 10% Pd-C. In a hydrogen atmosphere, they were reacted at 50° C. for 4 hours. After filtering off the Pd-C, the filtrate was dried to solid to obtain 0.074 g of colorless crystals in a quantitative yield. Starting materials: O=C([O-])O, CCOCC, COCC1CC(c2nc3ccc4cc5c(cc4c3[nH]2)OCc2cc(-c3cnc(C4CC(C(F)(F)F)CN4C(=O)C(NC(=O)OC)C(C)C)[nH]3)ccc2-5)N(C(=O)OC(C)(C)C)C1, COC(=O)NC(C(=O)O)c1ccccc1, CCN(C(C)C)C(C)C, Cl, [Na+], C1COCCO1, CN(C)C=O. The product is COCC1CC(c2nc3ccc4cc5c(cc4c3[nH]2)OCc2cc(-c3cnc(C4CC(C(F)(F)F)CN4C(=O)C(NC(=O)OC)C(C)C)[nH]3)ccc2-5)N(C(=O)C(NC(=O)OC)c2ccccc2)C1. RXN SMILES: [C:87](=[O:88])([OH:89])[O-:90].[CH3:103][CH2:104][O:105][CH2:106][CH3:107].[CH3:1][O:2][C:3](=[O:4])[NH:5][CH:6]([CH:7]([CH3:8])[CH3:9])[C:10](=[O:11])[N:12]1[CH:13]([c:21]2[nH:22][c:23](-[c:26]3[cH:27][cH:28][c:29]4[c:30]([cH:31]3)[CH2:32][O:33][c:34]3[c:35]-4[cH:36][c:37]4[cH:38][cH:39][c:40]5[c:41]([nH:42][c:43]([CH:45]6[N:46]([C:53](=[O:54])[O:55][C:56]([CH3:57])([CH3:58])[CH3:59])[CH2:47][CH:48]([CH2:50][O:51][CH3:52])[CH2:49]6)[n:44]5)[c:60]4[cH:61]3)[cH:24][n:25]2)[CH2:14][CH:15]([C:17]([F:18])([F:19])[F:20])[CH2:16]1.[CH3:63][O:64][C:65](=[O:66])[NH:67][CH:68]([C:69]([OH:70])=[O:71])[c:72]1[cH:73][cH:74][cH:75][cH:76][cH:77]1.[CH:78]([N:79]([CH2:80][CH3:81])[CH:82]([CH3:83])[CH3:84])([CH3:85])[CH3:86].[ClH:62].[Na+:91].[O:92]1[CH2:93][CH2:94][O:95][CH2:96][CH2:97]1.[O:98]=[CH:99][N:100]([CH3:101])[CH3:102]>>[CH3:1][O:2][C:3](=[O:4])[NH:5][CH:6]([CH:7]([CH3:8])[CH3:9])[C:10](=[O:11])[N:12]1[CH:13]([c:21]2[nH:22][c:23](-[c:26]3[cH:27][cH:28][c:29]4[c:30]([cH:31]3)[CH2:32][O:33][c:34]3[c:35]-4[cH:36][c:37]4[cH:38][cH:39][c:40]5[c:41]([nH:42][c:43]([CH:45]6[N:46]([C:53](=[O:54])[CH:68]([NH:67][C:65]([O:64][CH3:63])=[O:66])[c:72]7[cH:73][cH:74][cH:75][cH:76][cH:77]7)[CH2:47][CH:48]([CH2:50][O:51][CH3:52])[CH2:49]6)[n:44]5)[c:60]4[cH:61]3)[cH:24][n:25]2)[CH2:14][CH:15]([C:17]([F:18])([F:19])[F:20])[CH2:16]1. Yields the product CCNc1cccc2ccccc12. Reactants: CCN, [Na+], [OH-], c1ccc(OP(Oc2ccccc2)Oc2ccccc2)cc1, Oc1cccc2ccccc12. As a reaction SMILES: [CH3:34][CH2:35][NH2:36].[Na+:38].[OH-:37].[P:12]([O:13][c:14]1[cH:15][cH:16][cH:17][cH:18][cH:19]1)([O:20][c:21]1[cH:22][cH:23][cH:24][cH:25][cH:26]1)[O:27][c:28]1[cH:29][cH:30][cH:31][cH:32][cH:33]1.[c:1]1([OH:11])[cH:2][cH:3][cH:4][c:5]2[cH:6][cH:7][cH:8][cH:9][c:10]12>>[c:1]1([NH:36][CH2:35][CH3:34])[cH:2][cH:3][cH:4][c:5]2[cH:6][cH:7][cH:8][cH:9][c:10]12. The reactants are Cl, O=C1c2ccccc2C(=O)c2c(NO)cccc21, [Zn]. Product: Nc1cccc2c1C(=O)c1ccccc1C2=O. Reaction SMILES: [ClH:1].[OH:2][NH:3][c:4]1[cH:5][cH:6][cH:7][c:8]2[c:17]1[C:16](=[O:18])[c:15]1[c:10]([cH:11][cH:12][cH:13][cH:14]1)[C:9]2=[O:19].[Zn:20]>>[NH2:3][c:4]1[cH:5][cH:6][cH:7][c:8]2[c:17]1[C:16](=[O:18])[c:15]1[c:10]([cH:11][cH:12][cH:13][cH:14]1)[C:9]2=[O:19]. The reactants are COC(C(CC1=CC2=CC=CC=C2C(=C1)OCCC=1C(=NC(=CC1)C1=CC=C(C=C1)C(F)(F)F)C)OC)=O ([rac]-2-methoxy-3-(4-{2-[2-methyl-6-(4-trifluoromethyl-phenyl)-pyridin-3-yl]-ethoxy}-naphthalen-2-yl)-propionic acid methyl ester), [Li+].[OH-] (LiOH), ice HCl. Run in C1CCOC1.CO (THF MeOH). Run at time 1 hour. Yields the product COC(C(=O)O)CC1=CC2=CC=CC=C2C(=C1)OCCC=1C(=NC(=CC1)C1=CC=C(C=C1)C(F)(F)F)C ([rac]-2-Methoxy-3-(4-{2-[2-methyl-6-(4-trifluoromethyl-phenyl)-pyridin-3-yl]-ethoxy}-naphthalen-2-yl)-propionic acid). RXN SMILES: C[O:2][C:3](=[O:38])[CH:4]([O:36][CH3:37])[CH2:5][C:6]1[CH:15]=[C:14]([O:16][CH2:17][CH2:18][C:19]2[C:20]([CH3:35])=[N:21][C:22]([C:25]3[CH:30]=[CH:29][C:28]([C:31]([F:34])([F:33])[F:32])=[CH:27][CH:26]=3)=[CH:23][CH:24]=2)[C:13]2[C:8](=[CH:9][CH:10]=[CH:11][CH:12]=2)[CH:7]=1.[Li+].[OH-]>C1COCC1.CO>[CH3:37][O:36][CH:4]([CH2:5][C:6]1[CH:15]=[C:14]([O:16][CH2:17][CH2:18][C:19]2[C:20]([CH3:35])=[N:21][C:22]([C:25]3[CH:30]=[CH:29][C:28]([C:31]([F:32])([F:34])[F:33])=[CH:27][CH:26]=3)=[CH:23][CH:24]=2)[C:13]2[C:8](=[CH:9][CH:10]=[CH:11][CH:12]=2)[CH:7]=1)[C:3]([OH:38])=[O:2] |f:1.2,3.4|. Reported procedure: 0.43 g (0.82 mmol) of the above prepared [rac]-2-methoxy-3-(4-{2-[2-methyl-6-(4-trifluoromethyl-phenyl)-pyridin-3-yl]-ethoxy}-naphthalen-2-yl)-propionic acid methyl ester was dissolved in 15 ml of THF/MeOH (2:1); to the stirred solution was then added 1.64 ml of LiOH-solution (1 molar in water). After one hour, the reaction mixture was poured onto crashed ice/HCl and extracted twice with CH2Cl2; the organic layers were washed with water, dried over magnesium sulfate, filtered and evaporated. The... Reactants: CC(C)CC(CCl)(O)C1=CC=CC=C1 (2-Methyl-4-phenyl-5-chloro-pentan-4-ol), O (water), N1N=CN=C1 (1,2,4-Triazole), [H-].[Na+] (sodium hydride). Solvent: CN(C)C=O (DMF), CN(C)C=O (DMF). Yields the product CC(C)CC(CN1N=CN=C1)(O)C1=CC=CC=C1 (2-Methyl-4-phenyl-5-(1,2,4-triazol-1-yl)-pentan-4-ol). As a reaction SMILES: [NH:1]1[CH:5]=[N:4][CH:3]=[N:2]1.[H-].[Na+].[CH3:8][CH:9]([CH2:11][C:12]([C:16]1[CH:21]=[CH:20][CH:19]=[CH:18][CH:17]=1)([OH:15])[CH2:13]Cl)[CH3:10].O>CN(C=O)C>[CH3:10][CH:9]([CH2:11][C:12]([C:16]1[CH:21]=[CH:20][CH:19]=[CH:18][CH:17]=1)([OH:15])[CH2:13][N:1]1[CH:5]=[N:4][CH:3]=[N:2]1)[CH3:8] |f:1.2|. Reported procedure: 1,2,4-Triazole (0.03 mol, 2.07 g) was added portionwise to 100% sodium hydride (0.03 mol, 0.72 g) in dry DMF (30 ml) and stirred at room temperature until the effervescence ceased. 2-Methyl-4-phenyl-5-chloro-pentan-4-ol (0.01 mol, 2.1 g) in dry DMF (10 ml) was added dropwise at room temperature and then the solution was stirred at 100° for 6 hours. On cooling to room temperature the solution was poured into water to precipitate out a solid which was recrystallised from petroleum (60°-80°)/chloro... Reactants: OC1=C(C(=O)O)C=CC(=C1)OC (2-hydroxy-4-methoxybenzoic acid), S(=O)(=O)(OC)OC (dimethyl sulfate), P(=O)(Cl)(Cl)Cl (phosphorus oxychloride), OC1=C(C(=O)O)C=CC(=C1)O (2,4-Dihydroxybenzoic acid), OC1=C(C(=O)O)C=CC(=C1)OC (2-hydroxy-4-methoxybenzoic acid), C1(=CC=CC=C1)O (phenol). The product is IV, OC1=C(C(=O)OC2=CC=CC=C2)C=CC(=C1)OC (phenyl 2-hydroxy-4-methoxybenzoate). The yield is 66.0%. Reaction SMILES: O[C:2]1[CH:10]=[C:9](O)[CH:8]=[CH:7][C:3]=1C(O)=O.[OH:12][C:13]1[CH:21]=[C:20]([O:22][CH3:23])[CH:19]=[CH:18][C:14]=1[C:15]([OH:17])=[O:16].S(OC)(OC)(=O)=O.C1(O)C=CC=CC=1.P(Cl)(Cl)(Cl)=O>>[OH:12][C:13]1[CH:21]=[C:20]([O:22][CH3:23])[CH:19]=[CH:18][C:14]=1[C:15]([O:17][C:2]1[CH:10]=[CH:9][CH:8]=[CH:7][CH:3]=1)=[O:16]. Reported procedure: 2,4-Dihydroxybenzoic acid was converted to 2-hydroxy-4-methoxybenzoic acid by treatment with dimethyl sulfate according to the procedure of M. Gomberg and L. C. Johnson (J. Amer. Chem. Soc., 1917, 39, 1687). Treatment of 2-hydroxy-4-methoxybenzoic acid with phenol and phosphorus oxychloride according to the general method of N. G. Gaylord and P. M. Kamath (Organic Syntheses, Coll. Vol. IV, p. 178, 1963) gave phenyl 2-hydroxy-4-methoxybenzoate in 66% yield. Reaction of this phenyl ester with two ... Reactants: CSc1nccc(C(=O)N(C)NC2CCN(C(=O)OC(C)(C)C)CC2)n1, O=C(Cl)Cc1ccc(F)cc1, c1ccncc1. Yields the product CSc1nccc(C(=O)N(C)N(C(=O)Cc2ccc(F)cc2)C2CCN(C(=O)OC(C)(C)C)CC2)n1. RXN SMILES: [C:1]([CH3:2])([CH3:3])([CH3:4])[O:5][C:6](=[O:7])[N:8]1[CH2:9][CH2:10][CH:11]([NH:14][N:15]([C:16](=[O:17])[c:18]2[n:19][c:20]([S:24][CH3:25])[n:21][cH:22][cH:23]2)[CH3:26])[CH2:12][CH2:13]1.[F:27][c:28]1[cH:29][cH:30][c:31]([CH2:34][C:35](=[O:36])[Cl:37])[cH:32][cH:33]1.[cH:38]1[cH:39][cH:40][n:41][cH:42][cH:43]1>>[C:1]([CH3:2])([CH3:3])([CH3:4])[O:5][C:6](=[O:7])[N:8]1[CH2:9][CH2:10][CH:11]([N:14]([N:15]([C:16](=[O:17])[c:18]2[n:19][c:20]([S:24][CH3:25])[n:21][cH:22][cH:23]2)[CH3:26])[C:35]([CH2:34][c:31]2[cH:30][cH:29][c:28]([F:27])[cH:33][cH:32]2)=[O:36])[CH2:12][CH2:13]1. Yields the product COC=1C=C(C(=O)N(C)OC)C=C(C1)C(F)(F)F (3,N-Dimethoxy-N-methyl-5-trifluoromethylbenzamide). Run at temperature -15 celsius, time 20 minute. As a reaction SMILES: [CH3:1][O:2][C:3]1[CH:4]=[C:5]([CH:10]=[C:11]([C:13]([F:16])([F:15])[F:14])[CH:12]=1)[C:6]([O:8]C)=O.[CH3:17][NH:18][O:19][CH3:20].C([Mg]Cl)(C)C>C1COCC1>[CH3:1][O:2][C:3]1[CH:4]=[C:5]([CH:10]=[C:11]([C:13]([F:16])([F:15])[F:14])[CH:12]=1)[C:6]([N:18]([O:19][CH3:20])[CH3:17])=[O:8]. Run in C1CCOC1 (THF). Yield: 41.4%. Reported procedure: Methyl 3-methoxy-5-trifluoromethylbenzoate (O4.014, 1 g) and N,O-dimethylhydroxylamine (416 mg) were initially charged in THF (30 ml). Thereafter, the mixture was cooled to −15° C., and isopropylmagnesium chloride (3.2 ml; 2 M in THF) was added dropwise within 10 min. The mixture was stirred at −15° C. for another 20 min before the cooling bath was removed. After 3 h, the mixture was cooled again to −15° C. and further isopropylmagnesium chloride (3.2 ml) was added. After the cooling bath had be... Starting materials: COC=1C=C(C(=O)OC)C=C(C1)C(F)(F)F (Methyl 3-methoxy-5-trifluoromethylbenzoate), CNOC (N,O-dimethylhydroxylamine), C(C)(C)[Mg]Cl (isopropylmagnesium chloride).